This data is from the Open Reaction Database (ORD), a public repository of structured organic reaction records. The task is: describe an organic reaction: reactants, conditions, products, and yield The reactants are C(C1=C[N+](=CC=C1)[O-])(=O)O (Nicotinic acid N-oxide), C(CCCCCCCCC)O (decyl alcohol), CS(=O)(=O)O (methanesulfonic acid). The solvent is C1(=CC=CC=C1)C (toluene), CCOCC (ether). Run at time 19 hour. The product is C(C1=C[N+](=CC=C1)[O-])(=O)OCCCCCCCCCC (decyl nicotinate N-oxide). Yield: 75.0%. Reaction SMILES: [C:1]([OH:10])(=[O:9])[C:2]1[CH:7]=[CH:6][CH:5]=[N+:4]([O-:8])[CH:3]=1.[CH2:11](O)[CH2:12][CH2:13][CH2:14][CH2:15][CH2:16][CH2:17][CH2:18][CH2:19][CH3:20].CS(O)(=O)=O>C1(C)C=CC=CC=1.CCOCC>[C:1]([O:10][CH2:11][CH2:12][CH2:13][CH2:14][CH2:15][CH2:16][CH2:17][CH2:18][CH2:19][CH3:20])(=[O:9])[C:2]1[CH:7]=[CH:6][CH:5]=[N+:4]([O-:8])[CH:3]=1. Procedure details: Nicotinic acid N-oxide (5.00 g, 36 mmol), decyl alcohol (5.86 g, 37 mmol) and methanesulfonic acid (3.70 g, 38.5 mmol) were stirred and heated to reflux in toluene (50 mL), in a flask equipped with a condenser and a Dean-Stark trap for 19 hours. The rection mixture was then cooled, diluted with ether and washed successively with water, aqueous sodium bicarbonate and brine. The toluene/ether solution was then dried over anhydrous magnesium sulfate, filtered and evaporated under reduced pressure. ... Reaction SMILES: [C:18](=[O:19])([O-:20])[OH:21].[C:26]([OH:27])(=[O:28])[CH3:29].[CH2:23]([Cl:24])[Cl:25].[I:10][N:11]1[C:12](=[O:13])[CH2:14][CH2:15][C:16]1=[O:17].[NH2:1][c:2]1[cH:3][c:4]([Cl:5])[cH:6][c:7]([Cl:8])[cH:9]1.[Na+:22]>>[NH2:1][c:2]1[c:3]([I:10])[c:4]([Cl:5])[cH:6][c:7]([Cl:8])[cH:9]1. Starting materials: O=C([O-])O, CC(=O)O, ClCCl, O=C1CCC(=O)N1I, Nc1cc(Cl)cc(Cl)c1, [Na+]. Product: Nc1cc(Cl)cc(Cl)c1I.